Dataset: the Open Reaction Database (ORD), a public repository of structured organic reaction records. Task: describe an organic reaction: reactants, conditions, products, and yield Starting materials: NC=1C=CC(=C(C1)C=1C(N(C2=CC(=NC=C2C1)Cl)CC)=O)C (3-(5-amino-2-methylphenyl)-7-chloro-1-ethyl-1,6-naphthyridin-2(1H)-one), FC(C(=O)O)(F)F (trifluoroacetic acid), COC1=CC=C(CCN)C=C1 (4-methoxybenzylmethylamine), C1CCC2=NCCCN2CC1 (DBU). Yields the product NC=1C=CC(=C(C1)C=1C(N(C2=CC(=NC=C2C1)NC)CC)=O)C (3-(5-amino-2-methylphenyl)-1-ethyl-7-(methylamino)-1,6-naphthyridin-2(1H)-one). Isolated yield 42.6%. Reaction SMILES: [NH2:1][C:2]1[CH:3]=[CH:4][C:5]([CH3:22])=[C:6]([C:8]2[C:9](=[O:21])[N:10]([CH2:19][CH3:20])[C:11]3[C:16]([CH:17]=2)=[CH:15][N:14]=[C:13](Cl)[CH:12]=3)[CH:7]=1.COC1C=CC(C[CH2:30][NH2:31])=CC=1.C1CCN2C(=NCCC2)CC1.FC(F)(F)C(O)=O>>[NH2:1][C:2]1[CH:3]=[CH:4][C:5]([CH3:22])=[C:6]([C:8]2[C:9](=[O:21])[N:10]([CH2:19][CH3:20])[C:11]3[C:16]([CH:17]=2)=[CH:15][N:14]=[C:13]([NH:31][CH3:30])[CH:12]=3)[CH:7]=1. Procedure details: Using a procedure analogous to Example A26, 3-(5-amino-2-methylphenyl)-7-chloro-1-ethyl-1,6-naphthyridin-2(1H)-one (1.9 g, 6.4 mmol), 4-methoxybenzylmethylamine (1.5 g, 9.6 mmol), DBU (1.6 g, 9.6 mmol), and trifluoroacetic acid (10 mL, 134 mmol) were combined to give 3-(5-amino-2-methylphenyl)-1-ethyl-7-(methylamino)-1,6-naphthyridin-2(1H)-one (0.84 g, 43% yield, 2 steps). 1H NMR (300 MHz, DMSO-d6): δ 8.36 (s, 1 H), 7.56 (s, 1 H), 6.91-6.82 (m, 2 H), 6.47-6.39 (m, 2 H), 6.22 (s, 1 H), 4.80 (s, 2... The reactants are C(CCC)[Li] (n-butyl lithium), CC=1C=NC=2CC(CCC2C1)(C)C (3,7,7-Trimethyl-5,6,7,8-tetrahydroquinoline), C(=O)=O (CO2). Run in CCCCCC (hexane), CCOCC (ether). Conditions: time 30 minute. Product: COC(=O)C1C(CCC=2C=C(C=NC12)C)(C)C (Methyl-3,7,7-trimethyl-5,6,7,8-tetrahydroquinoline-8-carboxylate). Isolated yield 10.0%. RXN SMILES: [CH3:1][C:2]1[CH:3]=[N:4][C:5]2[CH2:6][C:7]([CH3:13])([CH3:12])[CH2:8][CH2:9][C:10]=2[CH:11]=1.[CH2:14]([Li])CCC.[C:19](=[O:21])=[O:20]>CCOCC.CCCCCC>[CH3:14][O:20][C:19]([CH:6]1[C:5]2[N:4]=[CH:3][C:2]([CH3:1])=[CH:11][C:10]=2[CH2:9][CH2:8][C:7]1([CH3:13])[CH3:12])=[O:21]. Reported procedure: 3,7,7-Trimethyl-5,6,7,8-tetrahydroquinoline (17.5 g., 0.1 m) was dissolved in dry ether (200 ml.) and treated with a solution of n-butyl lithium in hexane (15% solution, 56 ml.) under nitrogen. The reaction mixture was allowed to stand at room temperature for 30 minutes and then treated with CO2 gas until the intense red colour was discharged. The solvent was removed and the residual oily solid dissolved in water (20 ml.) then extracted with ether (3 × 50 ml.). The ethereal extracts were retaine... Reactants: FC1=CC(=C(C=C1F)C=1OC(=NN1)C=1C(=NOC1C)C1=CC=CC=C1)OC (2-(4,5-difluoro-2-methoxy-phenyl)-5-(5-methyl-3-phenyl-isoxazol-4-yl)-[1,3,4]oxadiazole), CN(CCN)C (N,N-dimethylethylenediamine). Product: FC1=C(C=C(C(=C1)C=1OC(=NN1)C=1C(=NOC1C)C1=CC=CC=C1)OC)NCCN(C)C (N′-{2-Fluoro-5-methoxy-4-[5-(5-methyl-3-phenyl-isoxazol-4-yl)-[1,3,4]oxadiazol-2-yl]-phenyl}-N,N-dimethyl-ethane-1,2-diamine). Isolated yield 85.0%. Reaction SMILES: F[C:2]1[C:7]([F:8])=[CH:6][C:5]([C:9]2[O:10][C:11]([C:14]3[C:15]([C:20]4[CH:25]=[CH:24][CH:23]=[CH:22][CH:21]=4)=[N:16][O:17][C:18]=3[CH3:19])=[N:12][N:13]=2)=[C:4]([O:26][CH3:27])[CH:3]=1.[CH3:28][N:29]([CH3:33])[CH2:30][CH2:31][NH2:32]>>[F:8][C:7]1[CH:6]=[C:5]([C:9]2[O:10][C:11]([C:14]3[C:15]([C:20]4[CH:21]=[CH:22][CH:23]=[CH:24][CH:25]=4)=[N:16][O:17][C:18]=3[CH3:19])=[N:12][N:13]=2)[C:4]([O:26][CH3:27])=[CH:3][C:2]=1[NH:32][CH2:31][CH2:30][N:29]([CH3:33])[CH3:28]. Reported procedure: As described for example 26, 2-(4,5-difluoro-2-methoxy-phenyl)-5-(5-methyl-3-phenyl-isoxazol-4-yl)-[1,3,4]oxadiazole (200 mg, 0.54 mmol) instead of 2-(4-fluoro-2-methoxy-phenyl)-5-(5-methyl-3-phenyl-isoxazol-4-yl)-[1,3,4]oxadiazole was converted using N,N-dimethylethylenediamine instead of thiomorpholine to the title compound (202 mg, 85%) which was obtained as an off-white solid. MS: m/e=438.4 [M+H]+. Starting materials: C(=O)=O (dry ice), CC1=C(C(=O)C2=C(C1=O)N3C[C@H]4[C@@H]([C@@]3([C@@H]2COC(=O)N)OC)N4)OC (mitomycin A), solution, [OH-].[K+] (KOH), CSCCO (2-(methylthio)ethanol), CSCCO (2-(methylthio)ethanol). Run in CCOCC (ether). The product is C(N)(O)=O.OCC1C2(N(C=3C(C(=C(C(C13)=O)OCCSC)C)=O)CC1C2N1)OC (1,1a,2,8,8a,8b-Hexahydro-8-(hydroxymethyl)-8a-methoxy-5-methyl -6-[2-(methylthio)ethoxy]-azirino[2',3':3,4]pyrrolo [1,2-a]indole-4,7-dione carbamate). The yield is 72.0%. As a reaction SMILES: [CH3:1][C:2]1[C:8](=[O:9])[C:7]2[N:10]3[C@@:14]([O:21][CH3:22])([C@H:15]([CH2:16][O:17][C:18]([NH2:20])=[O:19])[C:6]=2[C:4](=[O:5])[C:3]=1[O:24][CH3:25])[C@H:13]1[NH:23][C@H:12]1[CH2:11]3.[OH-].[K+].C(=O)=O.[CH3:31][S:32][CH2:33]CO>CCOCC>[C:18](=[O:17])([OH:19])[NH2:20].[OH:17][CH2:16][CH:15]1[C:6]2[C:4](=[O:5])[C:3]([O:24][CH2:25][CH2:31][S:32][CH3:33])=[C:2]([CH3:1])[C:8](=[O:9])[C:7]=2[N:10]2[CH2:11][CH:12]3[NH:23][CH:13]3[C:14]12[O:21][CH3:22] |f:1.2,6.7|. Procedure: A solution of mitomycin A (100 mg) in 2 ml of 2-(methylthio)ethanol was stirred at room temperature under nitrogen for 45 minutes with 500 mg of a 1.6% solution of KOH in 2-(methylthio)ethanol. The reaction mixture was diluted with ether and decomposed with dry ice. Components in the etherial solution were separated on a silica gel column using ether as a solvent, which elutes the 2-(methylthio)ethanol, followed by a mixture of chloroform and methanol 9:1 or 8:2, which elutes the product. The pr... Reaction SMILES: [F:1][C:2]1[C:7]([C:8]#[N:9])=[C:6]([F:10])[C:5]([C:11]#[N:12])=[C:4](F)[C:3]=1[F:14].[CH3:15][OH:16]>>[F:10][C:6]1[C:7]([C:8]#[N:9])=[C:2]([F:1])[C:3]([F:14])=[C:4]([O:16][CH3:15])[C:5]=1[C:11]#[N:12]. Yields the product FC1=C(C#N)C(=C(C(=C1C#N)F)F)OC (2,4,5-Trifluoro-6-methoxyisophthalonitrile). The reactants are FC1=C(C(=C(C(=C1C#N)F)C#N)F)F (tetrafluoroisophthalonitrile), CO (methanol). Procedure details: A 2.0 g amount of tetrafluoroisophthalonitrile was heated under reflux in 40 ml of methanol for 4 hours. The methanol was distilled off in vacuo to approximately one-fifth volume and ice water was then poured to the resultant mixture. The precipitated crystal was collected by filtration and was then washed with water and a small amount of cold methanol. After drying in vacuo, 1.6 g of the desired compound No. 20 was obtained.